This data is from the Open Reaction Database (ORD), a public repository of structured organic reaction records. The task is: describe an organic reaction: reactants, conditions, products, and yield Reactants: CCCC[Sn](CCCC)(CCCC)c1ccccn1, CC(Nc1nc(Cl)cc(Cl)n1)c1ccc(F)cc1, c1ccc(P(c2ccccc2)(c2ccccc2)[Pd](P(c2ccccc2)(c2ccccc2)c2ccccc2)(P(c2ccccc2)(c2ccccc2)c2ccccc2)P(c2ccccc2)(c2ccccc2)c2ccccc2)cc1. The product is CC(Nc1nc(Cl)cc(-c2ccccn2)n1)c1ccc(F)cc1. RXN SMILES: [CH2:19]([Sn:20]([CH2:21][CH2:22][CH2:23][CH3:30])([c:24]1[n:25][cH:26][cH:27][cH:28][cH:29]1)[CH2:31][CH2:32][CH2:33][CH3:34])[CH2:35][CH2:36][CH3:37].[Cl:1][c:2]1[n:3][c:4]([NH:9][CH:10]([CH3:11])[c:12]2[cH:13][cH:14][c:15]([F:18])[cH:16][cH:17]2)[n:5][c:6]([Cl:8])[cH:7]1.[cH:38]1[cH:39][cH:40][c:41]([P:42]([Pd:43]([P:44]([c:45]2[cH:46][cH:47][cH:48][cH:49][cH:50]2)([c:51]2[cH:52][cH:53][cH:54][cH:55][cH:56]2)[c:57]2[cH:58][cH:59][cH:60][cH:61][cH:62]2)([P:63]([c:64]2[cH:65][cH:66][cH:67][cH:68][cH:69]2)([c:70]2[cH:71][cH:72][cH:73][cH:74][cH:75]2)[c:76]2[cH:77][cH:78][cH:79][cH:80][cH:81]2)[P:82]([c:83]2[cH:84][cH:85][cH:86][cH:87][cH:88]2)([c:89]2[cH:90][cH:91][cH:92][cH:93][cH:94]2)[c:95]2[cH:96][cH:97][cH:98][cH:99][cH:100]2)([c:101]2[cH:102][cH:103][cH:104][cH:105][cH:106]2)[c:107]2[cH:108][cH:109][cH:110][cH:111][cH:112]2)[cH:113][cH:114]1>>[c:2]1(-[c:24]2[n:25][cH:26][cH:27][cH:28][cH:29]2)[n:3][c:4]([NH:9][CH:10]([CH3:11])[c:12]2[cH:13][cH:14][c:15]([F:18])[cH:16][cH:17]2)[n:5][c:6]([Cl:8])[cH:7]1. Reactants: CC(C#CC=C(C)C=CC=O)=CC=C1C(C)=CC(=O)CC1(C)C, CC(C)=O, c1ccccc1, c1ccc2ncccc2c1. The product is CC(C=CC=O)=CC=CC(C)=CC=C1C(C)=CC(=O)CC1(C)C. Reaction SMILES: [CH3:1][C:2]([CH:3]=[CH:4][CH:5]=[O:6])=[CH:7][C:8]#[C:9][C:10](=[CH:11][CH:12]=[C:13]1[C:14]([CH3:22])=[CH:15][C:16](=[O:21])[CH2:17][C:18]1([CH3:19])[CH3:20])[CH3:23].[CH3:40][C:41](=[O:42])[CH3:43].[cH:24]1[cH:25][cH:26][cH:27][cH:28][cH:29]1.[cH:30]1[cH:31][c:32]2[c:33]([n:34][cH:35][cH:36][cH:37]2)[cH:38][cH:39]1>>[CH3:1][C:2]([CH:3]=[CH:4][CH:5]=[O:6])=[CH:7][CH:8]=[CH:9][C:10](=[CH:11][CH:12]=[C:13]1[C:14]([CH3:22])=[CH:15][C:16](=[O:21])[CH2:17][C:18]1([CH3:19])[CH3:20])[CH3:23].